From a dataset of the Open Reaction Database (ORD), a public repository of structured organic reaction records. describe an organic reaction: reactants, conditions, products, and yield The reactants are O1CCN(CC1)C1=CC=C(C(=O)O)C=C1 (4-Morpholinobenzoic acid), S(=O)(Cl)Cl (thionyl chloride), CO (methanol), resultant mixture. Yields the product COC(C1=CC=C(C=C1)N1CCOCC1)=O (4-morpholinobenzoic acid methyl ester). As a reaction SMILES: S(Cl)(Cl)=O.[O:5]1[CH2:10][CH2:9][N:8]([C:11]2[CH:19]=[CH:18][C:14]([C:15]([OH:17])=[O:16])=[CH:13][CH:12]=2)[CH2:7][CH2:6]1.[CH3:20]O>>[CH3:20][O:16][C:15](=[O:17])[C:14]1[CH:13]=[CH:12][C:11]([N:8]2[CH2:7][CH2:6][O:5][CH2:10][CH2:9]2)=[CH:19][CH:18]=1. Reported procedure: Under ice cooling, thionyl chloride (436 μL) was added dropwise to methanol (10 mL). 4-Morpholinobenzoic acid (207 mg) was added thereto, and the resultant mixture was heated under reflux for 1.5 hours. The solvent was distilled away under reduced pressure. Methylene chloride and water were added to the residue for partitioning the mixture. The organic layer was dried over sodium sulfate anhydrate. The solvent was distilled away under reduced pressure, whereby the title compound was obtained.